The task is: describe an organic reaction: reactants, conditions, products, and yield. This data is from the Open Reaction Database (ORD), a public repository of structured organic reaction records. The product is OC(C)C1=CC=C(C=C1)C1=NC=C(C=N1)OCCCCCCCCCC ((-)-(4-(1-hydroxyethyl) phenyl)-5-decyloxypyrimidine). Reported procedure: 4 g of the above product (-)-(4-(1-acetoxyethyl) phenyl)-5-decyloxypyrimidine was dissolved in a mixture of 50 ml of methanol and 10 ml of a 20% sodium hydroxide solution, stirred at 30° C. for 2 hours and hydrolyzed, and the resulting reaction solution was extracted by adding 200 ml of water and 200 ml of toluene, followed by liquid separation. The obtained organic layer was dried over anhydrous magnesium sulfate and cleared of solvent in vacuo to yield 3.5 g of (-)-(4-(1-hydroxyethyl) phenyl)-... As a reaction SMILES: C([O:4][CH:5]([C:7]1[CH:12]=[CH:11][C:10]([C:13]2[N:18]=[CH:17][C:16]([O:19][CH2:20][CH2:21][CH2:22][CH2:23][CH2:24][CH2:25][CH2:26][CH2:27][CH2:28][CH3:29])=[CH:15][N:14]=2)=[CH:9][CH:8]=1)[CH3:6])(=O)C>CO.[OH-].[Na+]>[OH:4][CH:5]([C:7]1[CH:8]=[CH:9][C:10]([C:13]2[N:18]=[CH:17][C:16]([O:19][CH2:20][CH2:21][CH2:22][CH2:23][CH2:24][CH2:25][CH2:26][CH2:27][CH2:28][CH3:29])=[CH:15][N:14]=2)=[CH:11][CH:12]=1)[CH3:6] |f:2.3|. Reactants: above product, C(C)(=O)OC(C)C1=CC=C(C=C1)C1=NC=C(C=N1)OCCCCCCCCCC ((-)-(4-(1-acetoxyethyl) phenyl)-5-decyloxypyrimidine). Conditions: temperature 30 celsius, time 2 hour. Run in CO (methanol), [OH-].[Na+] (sodium hydroxide).